This data is from the Open Reaction Database (ORD), a public repository of structured organic reaction records. The task is: describe an organic reaction: reactants, conditions, products, and yield The reactants are COc1cc2ncnc(Nc3cccc(Cl)c3F)c2cc1CN(C)C1(C(=O)O)CCN(C(=O)OC(C)(C)C)CC1, Cl, C1COCCO1. The product is COc1cc2ncnc(Nc3cccc(Cl)c3F)c2cc1CN(C)C1(C(=O)O)CCNCC1. RXN SMILES: [C:1]([O:2][C:3](=[O:4])[N:8]1[CH2:9][CH2:10][C:11]([C:14](=[O:15])[OH:16])([N:17]([CH3:18])[CH2:19][c:20]2[cH:21][c:22]3[c:23]([NH:32][c:33]4[c:34]([F:40])[c:35]([Cl:39])[cH:36][cH:37][cH:38]4)[n:24][cH:25][n:26][c:27]3[cH:28][c:29]2[O:30][CH3:31])[CH2:12][CH2:13]1)([CH3:5])([CH3:6])[CH3:7].[ClH:41].[O:42]1[CH2:43][CH2:44][O:45][CH2:46][CH2:47]1>>[NH:8]1[CH2:9][CH2:10][C:11]([C:14](=[O:15])[OH:16])([N:17]([CH3:18])[CH2:19][c:20]2[cH:21][c:22]3[c:23]([NH:32][c:33]4[c:34]([F:40])[c:35]([Cl:39])[cH:36][cH:37][cH:38]4)[n:24][cH:25][n:26][c:27]3[cH:28][c:29]2[O:30][CH3:31])[CH2:12][CH2:13]1. Starting materials: C[C@H]1N(CC(CC1)=O)C(=O)OCC1=CC=CC=C1 (benzyl (2R)-2-methyl-5-oxopiperidine-1-carboxylate), [BH4-].[Na+] (sodium borohydride). Run in CO (methanol). Reaction conditions: temperature 0 celsius, time 1 hour. Yields the product OC1CC[C@H](N(C1)C(=O)OCC1=CC=CC=C1)C (benzyl (2R)-5-hydroxy-2-methylpiperidine-1-carboxylate). RXN SMILES: [CH3:1][C@@H:2]1[CH2:7][CH2:6][C:5](=[O:8])[CH2:4][N:3]1[C:9]([O:11][CH2:12][C:13]1[CH:18]=[CH:17][CH:16]=[CH:15][CH:14]=1)=[O:10].[BH4-].[Na+]>CO>[OH:8][CH:5]1[CH2:4][N:3]([C:9]([O:11][CH2:12][C:13]2[CH:18]=[CH:17][CH:16]=[CH:15][CH:14]=2)=[O:10])[C@H:2]([CH3:1])[CH2:7][CH2:6]1 |f:1.2|. Reported procedure: To a solution of benzyl (2R)-2-methyl-5-oxopiperidine-1-carboxylate (365 mg, 1.47 mmol) in methanol (2.9 mL) at 0° C. was added sodium borohydride (84 mg, 2.21 mmol). The reaction mixture was stirred at 0° C. for 1 hour and then stirred for 16 hours at room temperature. The mixture was quenched with saturated aqueous ammonium chloride and concentrated. The resulting residue was extracted with DCM (3×) and the combined extracts were dried over sodium sulfate, filtered, and concentrated to afford ... Reactants: COCCCOC1=C(C(=O)NC[C@@H](C[C@@H](C=C)NC(OC(C)(C)C)=O)C(C)C)C=CC=C1 (tert-butyl (3(S)-{[2-(3-methoxypropoxy)benzoylamino]methyl}-4-methyl-1(S)-vinylpentyl)carbamate), C(C=1C(C(=O)[O-])=CC=CC1)(=O)O[O-].[Mg+2] (magnesium monoperoxyphthalate). Solvent: CO (methanol). Reaction conditions: time 72 hour. The product is COCCCOC1=C(C(=O)NC[C@@H](C[C@@H]([C@H]2OC2)NC(OC(C)(C)C)=O)C(C)C)C=CC=C1 (tert-Butyl (3(S)-{[2-(3-methoxypropoxy)benzoylamino]methyl}-4-methyl-1(S)—(R)-oxiranylpentyl)carbamate), SiO2. As a reaction SMILES: [CH3:1][O:2][CH2:3][CH2:4][CH2:5][O:6][C:7]1[CH:32]=[CH:31][CH:30]=[CH:29][C:8]=1[C:9]([NH:11][CH2:12][C@H:13]([CH:26]([CH3:28])[CH3:27])[CH2:14][C@H:15]([NH:18][C:19](=[O:25])[O:20][C:21]([CH3:24])([CH3:23])[CH3:22])[CH:16]=[CH2:17])=[O:10].C(O[O-])(=O)C1C(=CC=CC=1)C([O-])=[O:37].[Mg+2]>CO>[CH3:1][O:2][CH2:3][CH2:4][CH2:5][O:6][C:7]1[CH:32]=[CH:31][CH:30]=[CH:29][C:8]=1[C:9]([NH:11][CH2:12][C@H:13]([CH:26]([CH3:27])[CH3:28])[CH2:14][C@H:15]([NH:18][C:19](=[O:25])[O:20][C:21]([CH3:23])([CH3:24])[CH3:22])[C@@H:16]1[CH2:17][O:37]1)=[O:10] |f:1.2|. Procedure: The solution of 1.48 g of tert-butyl (3(S)-{[2-(3-methoxypropoxy)benzoylamino]methyl}-4-methyl-1(S)-vinylpentyl)carbamate in 30 ml of methanol is admixed with 7.81 g of magnesium monoperoxyphthalate and stirred over 72 hours. The reaction mixture is poured onto water and extracted with tert-butyl methyl ether (2×). The combined organic phases are washed with water and brine, dried over sodium sulphate and concentrated by evaporation. The title compound is obtained from the residue by means of fl... The reactants are C(C1=CC=CC=C1)N1CCC(CC1)NC(C1=C(C=C(C(=C1)[N+](=O)[O-])N)OC)=O (N-(1-benzylpiperid-4-yl)-2-methoxy-4-amino-5-nitrobenzamide), CI (methyl iodide), CI (methyl iodide). Run in CC(=O)C (acetone), C(Cl)(Cl)Cl (chloroform). Conditions: time 8 hour. The product is CI.C(C1=CC=CC=C1)N1CCC(CC1)NC(C1=C(C=C(C(=C1)[N+](=O)[O-])N)OC)=O (N-(1-benzylpiperid-4-yl)-2-methoxy-4-amino-5-nitrobenzamide methyl iodide). Isolated yield 91.2%. As a reaction SMILES: [CH2:1]([N:8]1[CH2:13][CH2:12][CH:11]([NH:14][C:15](=[O:28])[C:16]2[CH:21]=[C:20]([N+:22]([O-:24])=[O:23])[C:19]([NH2:25])=[CH:18][C:17]=2[O:26][CH3:27])[CH2:10][CH2:9]1)[C:2]1[CH:7]=[CH:6][CH:5]=[CH:4][CH:3]=1.[CH3:29][I:30]>CC(C)=O.C(Cl)(Cl)Cl>[CH3:29][I:30].[CH2:1]([N:8]1[CH2:9][CH2:10][CH:11]([NH:14][C:15](=[O:28])[C:16]2[CH:21]=[C:20]([N+:22]([O-:24])=[O:23])[C:19]([NH2:25])=[CH:18][C:17]=2[O:26][CH3:27])[CH2:12][CH2:13]1)[C:2]1[CH:3]=[CH:4][CH:5]=[CH:6][CH:7]=1 |f:4.5|. Procedure details: To a solution of N-(1-benzylpiperid-4-yl)-2-methoxy-4-amino-5-nitrobenzamide (3.8 g; 0.01 mole) [prepared as described in Example 1 or 4], in acetone (100 ml) and chloroform (100 ml), methyl iodide (1.25 ml; 0.02 moles) was added. After stirring at room temperature for 8 hours, an additional amount of methyl iodide (1.25 ml; 0.02 moles) was added and the mixture was left at room temperature for another 15 hours and then filtered. A solid was collected which was washed with diethyl ether to give ... Procedure details: In analogy to step c) in the synthesis of Building block I, the reaction of (R)-5-(5-bromo-2-fluoro-phenyl)-5-methyl-5,6-dihydro-2H-[1,4]oxazin-3-ylamine with 4,4′-dimethoxytriphenylmethyl chloride yielded the title compound as a white solid (72% of theory). Mass (calculated) C32H30BrFN2O3 [589.51]; (found) [M+H]+=589, [M+2-H]+=591. Isolated yield 72.0%. The reactants are BrC=1C=CC(=C(C1)[C@]1(N=C(COC1)N)C)F ((R)-5-(5-bromo-2-fluoro-phenyl)-5-methyl-5,6-dihydro-2H-[1,4]oxazin-3-ylamine), COC1=CC=C(C=C1)C(C2=CC=CC=C2)(C3=CC=C(C=C3)OC)Cl (4,4′-dimethoxytriphenylmethyl chloride). Yields the product COC1=CC=C(C=C1)C(C1=CC=CC=C1)(C1=CC=C(C=C1)OC)NC=1COC[C@@](N1)(C)C1=C(C=CC(=C1)Br)F ([Bis-(4-methoxy-phenyl)-phenyl-methyl]-[(R)-5-(5-bromo-2-fluoro-phenyl)-5-methyl-5,6-dihydro-2H-[1,4]oxazin-3-yl]-amine). As a reaction SMILES: [Br:1][C:2]1[CH:3]=[CH:4][C:5]([F:16])=[C:6]([C@:8]2([CH3:15])[CH2:13][O:12][CH2:11][C:10]([NH2:14])=[N:9]2)[CH:7]=1.[CH3:17][O:18][C:19]1[CH:24]=[CH:23][C:22]([C:25](Cl)([C:32]2[CH:37]=[CH:36][C:35]([O:38][CH3:39])=[CH:34][CH:33]=2)[C:26]2[CH:31]=[CH:30][CH:29]=[CH:28][CH:27]=2)=[CH:21][CH:20]=1>>[CH3:39][O:38][C:35]1[CH:34]=[CH:33][C:32]([C:25]([NH:14][C:10]2[CH2:11][O:12][CH2:13][C@:8]([C:6]3[CH:7]=[C:2]([Br:1])[CH:3]=[CH:4][C:5]=3[F:16])([CH3:15])[N:9]=2)([C:22]2[CH:21]=[CH:20][C:19]([O:18][CH3:17])=[CH:24][CH:23]=2)[C:26]2[CH:31]=[CH:30][CH:29]=[CH:28][CH:27]=2)=[CH:37][CH:36]=1. Reactants: COC(=O)CCCCCCCBr, [H-], [I-], [Na+], [Na+], CN(C)C=O, O=c1[nH]c2ccccc2[nH]1. Yields the product COC(=O)CCCCCCCn1c(=O)[nH]c2ccccc21. RXN SMILES: [CH3:13][O:14][C:15]([CH2:16][CH2:17][CH2:18][CH2:19][CH2:20][CH2:21][CH2:22][Br:23])=[O:24].[H-:2].[I-:26].[Na+:1].[Na+:25].[O:27]=[CH:28][N:29]([CH3:30])[CH3:31].[nH:3]1[c:4](=[O:12])[nH:5][c:6]2[c:7]1[cH:8][cH:9][cH:10][cH:11]2>>[n:3]1([CH2:22][CH2:21][CH2:20][CH2:19][CH2:18][CH2:17][CH2:16][C:15]([O:14][CH3:13])=[O:24])[c:4](=[O:12])[nH:5][c:6]2[c:7]1[cH:8][cH:9][cH:10][cH:11]2. Starting materials: SC1=CC=NC=C1 (4-mercaptopyridine), OCNC(C1=CN=CC=C1)=O (N-(hydroxymethyl)nicotinamide). Solvent: FC(C(=O)O)(F)F (trifluoroacetic acid). Run at time 1 hour. The product is N1=CC(=CC=C1)C(=O)NCSC1=CC=NC=C1 (4-(3-picolinoylaminomethylthio)pyridine). Isolated yield 15.9%. As a reaction SMILES: [SH:1][C:2]1[CH:7]=[CH:6][N:5]=[CH:4][CH:3]=1.O[CH2:9][NH:10][C:11](=[O:18])[C:12]1[CH:17]=[CH:16][CH:15]=[N:14][CH:13]=1>FC(F)(F)C(O)=O>[N:14]1[CH:15]=[CH:16][CH:17]=[C:12]([C:11]([NH:10][CH2:9][S:1][C:2]2[CH:7]=[CH:6][N:5]=[CH:4][CH:3]=2)=[O:18])[CH:13]=1. Procedure: To a mixture of 1.11 g (10 mmol) of 4-mercaptopyridine and 1.52 g (10 mmol) of N-(hydroxymethyl)nicotinamide, 30 ml of trifluoroacetic acid was added, and the mixture was stirred at room temperature for 1 hour. The solvent was distilled off and 30 ml of ethanol was added to the residue. The solvent was distilled off and water was added to the residue. The mixture was neutralized with saturated aqueous sodium bicarbonate, followed by extraction with chloroform. After washing with saturated saline... The reactants are N1C=C(C2=CC=CC=C12)C[C@@H](CC(=O)O)NCCN(CCC1=CC=CC=C1)C(=O)OC(C)(C)C (2-[(S)-2-(1H-Indol-3-yl)-1-carboxymethyl-ethylamino]-N-(t-butoxycarbonyl)-N-(2-phenyl-ethyl)-ethylamine), C(C)OCC (diethyl ether), Cl (hydrogen chloride). The solvent is CO (methanol). Reaction conditions: temperature 0 celsius, time 4 hour. Product: Cl.N1C=C(C2=CC=CC=C12)C[C@@H](CC(=O)O)NCCNCCC1=CC=CC=C1 (2-[(S)-2-(1H-Indol-3-yl)-1-carboxymethyl-ethylamino]-N-(2-phenyl-ethyl)-ethylamine hydrochloride). Reaction SMILES: [NH:1]1[C:9]2[C:4](=[CH:5][CH:6]=[CH:7][CH:8]=2)[C:3]([CH2:10][C@H:11]([NH:16][CH2:17][CH2:18][N:19](C(OC(C)(C)C)=O)[CH2:20][CH2:21][C:22]2[CH:27]=[CH:26][CH:25]=[CH:24][CH:23]=2)[CH2:12][C:13]([OH:15])=[O:14])=[CH:2]1.C(OCC)C.[ClH:40]>CO>[ClH:40].[NH:1]1[C:9]2[C:4](=[CH:5][CH:6]=[CH:7][CH:8]=2)[C:3]([CH2:10][C@H:11]([NH:16][CH2:17][CH2:18][NH:19][CH2:20][CH2:21][C:22]2[CH:23]=[CH:24][CH:25]=[CH:26][CH:27]=2)[CH2:12][C:13]([OH:15])=[O:14])=[CH:2]1 |f:4.5|. Reported procedure: Combine 2-[(S)-2-(1H-Indol-3-yl)-1-carboxymethyl-ethylamino]-N-(t-butoxycarbonyl)-N-(2-phenyl-ethyl)-ethylamine (4.77 g, 10 mmol) and diethyl ether (50 mL). Cool to 0° C. in an ice-bath. Slowly pass hydrogen chloride gas through the solution for 30 minutes. Stir for 4 hour at 0° C. Warm to ambient temperature and stir for 1 hour. Evaporate in vacuo to give a residue. Dissolve the residue in methanol and triturate the residue with diethyl ether to form a solid. Filter and dry under vacuum to give... Starting materials: C1(=CC=CC=C1)C=1C=C(SC1C(F)(F)F)C(=O)O (4-phenyl-5-(trifluoromethyl)thiophene-2-carboxylic acid), O\N=C(/N)\C1=CC=C(CN2CC(C2)C(=O)OC(C)(C)C)C=C1 ((Z)-tert-butyl 1-(4-(N′-hydroxycarbamimidoyl)benzyl)azetidine-3-carboxylate), C=1C=CC2=C(C1)N=NN2O (HOBt), CCN(C(C)C)C(C)C (Hunig's Base), C(CCl)Cl (EDC). Solvent: CN(C=O)C (N,N-dimethylformamide). Run at time 18 hour. Yields the product C1(=CC=CC=C1)C=1C=C(SC1C(F)(F)F)C(=O)O\N=C(/N)\C1=CC=C(CN2CC(C2)C(=O)OC(C)(C)C)C=C1 ((Z)-tert-butyl 1-(4-(N′-(4-phenyl-5-(trifluoromethyl)thiophene-2-carbonyloxy)carbamimidoyl)benzyl)azetidine-3-carboxylate). Yield: 88.7%. Reaction SMILES: [C:1]1([C:7]2[CH:8]=[C:9]([C:16]([OH:18])=[O:17])[S:10][C:11]=2[C:12]([F:15])([F:14])[F:13])[CH:6]=[CH:5][CH:4]=[CH:3][CH:2]=1.O/[N:20]=[C:21](/[C:23]1[CH:40]=[CH:39][C:26]([CH2:27][N:28]2[CH2:31][CH:30]([C:32]([O:34][C:35]([CH3:38])([CH3:37])[CH3:36])=[O:33])[CH2:29]2)=[CH:25][CH:24]=1)\[NH2:22].C1C=CC2N(O)N=NC=2C=1.CCN(C(C)C)C(C)C.C(Cl)CCl>CN(C)C=O>[C:1]1([C:7]2[CH:8]=[C:9]([C:16]([O:18]/[N:20]=[C:21](/[C:23]3[CH:40]=[CH:39][C:26]([CH2:27][N:28]4[CH2:31][CH:30]([C:32]([O:34][C:35]([CH3:36])([CH3:38])[CH3:37])=[O:33])[CH2:29]4)=[CH:25][CH:24]=3)\[NH2:22])=[O:17])[S:10][C:11]=2[C:12]([F:14])([F:15])[F:13])[CH:2]=[CH:3][CH:4]=[CH:5][CH:6]=1. Procedure details: A mixture of 4-phenyl-5-(trifluoromethyl)thiophene-2-carboxylic acid (408 mg, 1.50 mmol), (Z)-tert-butyl 1-(4-(N′-hydroxycarbamimidoyl)benzyl)azetidine-3-carboxylate (Int.1, 458 mg, 1.50 mmol), HOBt (345 mg, 2.250 mmol), Hunig's Base (1.05 mL, 6.00 mmol), and EDC (431 mg, 2.25 mmol) in N,N-dimethylformamide (7.5 mL) was stirred at room temperature for 18 h. The reaction mixture was partitioned between ethyl acetate (120 mL) and a saturated aqueous solution of sodium bicarbonate (60 mL). The orga...